Dataset: the Open Reaction Database (ORD), a public repository of structured organic reaction records. Task: describe an organic reaction: reactants, conditions, products, and yield Starting materials: BrC1=C(C=C(C=C1C)O)C (4-bromo-3,5-dimethyl-phenol), C([O-])([O-])=O.[K+].[K+] (potassium carbonate), CI (methyl iodide). Solvent: CC(=O)C (acetone). Conditions: temperature 65 celsius. Product: BrC1=C(C=C(C=C1C)OC)C (2-bromo-5-methoxy-1,3-dimethyl-benzene). Isolated yield 98.6%. As a reaction SMILES: [Br:1][C:2]1[C:7]([CH3:8])=[CH:6][C:5]([OH:9])=[CH:4][C:3]=1[CH3:10].[C:11](=O)([O-])[O-].[K+].[K+].CI>CC(C)=O>[Br:1][C:2]1[C:7]([CH3:8])=[CH:6][C:5]([O:9][CH3:11])=[CH:4][C:3]=1[CH3:10] |f:1.2.3|. Procedure details: To a mixture of 4-bromo-3,5-dimethyl-phenol (40.2 g, 0.200 mol) and potassium carbonate (55.2 g, 0.400 mol) in acetone (200 mL) was added methyl iodide ( 24.9 mL, 0.600 mol) at room temperature under N2. The reaction mixture was then refluxed at 65° C. for 8 h. After cooling to room temperature, the mixture was filtered, and the filtrate was concentrated in vacuo. The resulting clear liquid was distilled under reduced pressure (70° C./0.1 Torr) to give 42.4 g (99%) of title compound as a colorle... Reactants: NC1=C(C(C2=CC(=CC=C2)CNC(=O)OC(C)(C)C)O)C=C(C=C1)Cl (2-amino-5-chloro-α-(3-tert-butoxycarbonylaminomethylphenyl)benzyl alcohol), C(C1=CC=CC=C1)=O (benzaldehyde), C(C)(=O)O (acetic acid), C(#N)[BH3-].[Na+] (sodium cyano-borohydride). The solvent is CO (methanol), C(C)(=O)OCC (ethyl acetate). Run at time 10 minute. Product: C(C1=CC=CC=C1)NC1=C(C(C2=CC(=CC=C2)CNC(=O)OC(C)(C)C)O)C=C(C=C1)Cl (2-benzylamino-5-chloro-α-(3-tert-butoxycarbonylaminomethylphenyl)benzyl alcohol). Isolated yield 104.1%. RXN SMILES: [NH2:1][C:2]1[CH:24]=[CH:23][C:22]([Cl:25])=[CH:21][C:3]=1[CH:4]([OH:20])[C:5]1[CH:10]=[CH:9][CH:8]=[C:7]([CH2:11][NH:12][C:13]([O:15][C:16]([CH3:19])([CH3:18])[CH3:17])=[O:14])[CH:6]=1.[CH:26](=O)[C:27]1[CH:32]=[CH:31][CH:30]=[CH:29][CH:28]=1.C(O)(=O)C.C([BH3-])#N.[Na+]>CO.C(OCC)(=O)C>[CH2:26]([NH:1][C:2]1[CH:24]=[CH:23][C:22]([Cl:25])=[CH:21][C:3]=1[CH:4]([OH:20])[C:5]1[CH:10]=[CH:9][CH:8]=[C:7]([CH2:11][NH:12][C:13]([O:15][C:16]([CH3:18])([CH3:19])[CH3:17])=[O:14])[CH:6]=1)[C:27]1[CH:32]=[CH:31][CH:30]=[CH:29][CH:28]=1 |f:3.4|. Procedure details: To a solution of 2-amino-5-chloro-α-(3-tert-butoxycarbonylaminomethylphenyl)benzyl alcohol (0.7 g) in methanol (7 ml) were added benzaldehyde (229 mg) and acetic acid (130 mg). The mixture was stirred for 10 minutes at room temperature, to which was added sodium cyano-borohydride (135 mg). The mixture was stirred for 30 minutes at room temperature, to which was added ethyl acetate ester (50 ml). The mixture was washed with water and dried over anhydrous MgSO4, followed by distilling off the solv... Reactants: O=C(Br)CBr, C1CCOC1, NOCc1ccccc1, CCOC(C)=O, CCN(C(C)C)C(C)C, Cl, O. Yields the product O=C(CBr)NOCc1ccccc1. RXN SMILES: [Br:11][CH2:12][C:13](=[O:14])[Br:15].[CH2:25]1[O:26][CH2:27][CH2:28][CH2:29]1.[CH2:2]([c:3]1[cH:4][cH:5][cH:6][cH:7][cH:8]1)[O:9][NH2:10].[CH3:30][CH2:31][O:32][C:33](=[O:34])[CH3:35].[CH:16]([N:17]([CH:18]([CH3:19])[CH3:20])[CH2:21][CH3:22])([CH3:23])[CH3:24].[ClH:1].[OH2:36]>>[CH2:2]([c:3]1[cH:4][cH:5][cH:6][cH:7][cH:8]1)[O:9][NH:10][C:13]([CH2:12][Br:11])=[O:14]. Starting materials: COC(=O)CCCCCCCBr, CN(C)C=O, O=C(Nc1ccc(Cl)cc1)c1ccc(Cl)cc1, [H-], [I-], [Na+], [Na+]. Yields the product COC(=O)CCCCCCCN(C(=O)c1ccc(Cl)cc1)c1ccc(Cl)cc1. Reaction SMILES: [CH3:20][O:21][C:22]([CH2:23][CH2:24][CH2:25][CH2:26][CH2:27][CH2:28][CH2:29][Br:30])=[O:31].[CH3:34][N:35]([CH3:36])[CH:37]=[O:38].[Cl:3][c:4]1[cH:5][cH:6][c:7]([C:8](=[O:9])[NH:10][c:11]2[cH:12][cH:13][c:14]([Cl:17])[cH:15][cH:16]2)[cH:18][cH:19]1.[H-:1].[I-:33].[Na+:2].[Na+:32]>>[Cl:3][c:4]1[cH:5][cH:6][c:7]([C:8](=[O:9])[N:10]([c:11]2[cH:12][cH:13][c:14]([Cl:17])[cH:15][cH:16]2)[CH2:29][CH2:28][CH2:27][CH2:26][CH2:25][CH2:24][CH2:23][C:22]([O:21][CH3:20])=[O:31])[cH:18][cH:19]1. Starting materials: CN(C)C1CCC(N)CC1, Cc1ccccc1, Clc1nc2cc3c(cc2nc1-c1ccccn1)CCC3. Product: CN(C)C1CCC(Nc2nc3cc4c(cc3nc2-c2ccccn2)CCC4)CC1. RXN SMILES: [CH3:21][N:22]([CH:23]1[CH2:24][CH2:25][CH:26]([NH2:29])[CH2:27][CH2:28]1)[CH3:30].[CH3:31][c:32]1[cH:33][cH:34][cH:35][cH:36][cH:37]1.[Cl:1][c:2]1[c:3](-[c:15]2[n:16][cH:17][cH:18][cH:19][cH:20]2)[n:4][c:5]2[cH:6][c:7]3[c:8]([cH:9][c:10]2[n:11]1)[CH2:12][CH2:13][CH2:14]3>>[c:2]1([NH:29][CH:26]2[CH2:25][CH2:24][CH:23]([N:22]([CH3:21])[CH3:30])[CH2:28][CH2:27]2)[c:3](-[c:15]2[n:16][cH:17][cH:18][cH:19][cH:20]2)[n:4][c:5]2[cH:6][c:7]3[c:8]([cH:9][c:10]2[n:11]1)[CH2:12][CH2:13][CH2:14]3. The reactants are C(C)OC([C@@H](CNC(C1=CC=C(C=C1)CN(C(=O)NC1=CC(=CC(=C1)C(F)(F)F)C(F)(F)F)C1=CC=C(C=C1)C1CCCCC1)=O)O)=O ((R)-3-{4-[3-(3,5-Bis(trifluoromethyl)phenyl)-1-(4-cyclohexylphenyl)ureidomethyl] benzoyl-amino}-2-hydroxypropionic acid ethyl ester), [OH-].[Na+] (sodium hydroxide). Run in C(C)O (ethanol). Run at time 1 hour. Yields the product FC(C=1C=C(C=C(C1)C(F)(F)F)NC(N(C1=CC=C(C=C1)C1CCCCC1)CC1=CC=C(C(=O)NC[C@H](C(=O)O)O)C=C1)=O)(F)F ((R)-3-{4-[3-(3,5-Bis(trifluoromethyl)phenyl)-1-(4-cyclohexylphenyl)ureidomethyl]benzoyl-amino}-2-hydroxypropionic acid). The yield is 84.8%. As a reaction SMILES: C([O:3][C:4](=[O:48])[C@H:5]([OH:47])[CH2:6][NH:7][C:8](=[O:46])[C:9]1[CH:14]=[CH:13][C:12]([CH2:15][N:16]([C:34]2[CH:39]=[CH:38][C:37]([CH:40]3[CH2:45][CH2:44][CH2:43][CH2:42][CH2:41]3)=[CH:36][CH:35]=2)[C:17]([NH:19][C:20]2[CH:25]=[C:24]([C:26]([F:29])([F:28])[F:27])[CH:23]=[C:22]([C:30]([F:33])([F:32])[F:31])[CH:21]=2)=[O:18])=[CH:11][CH:10]=1)C.[OH-].[Na+]>C(O)C>[F:27][C:26]([F:28])([F:29])[C:24]1[CH:25]=[C:20]([NH:19][C:17](=[O:18])[N:16]([CH2:15][C:12]2[CH:11]=[CH:10][C:9]([C:8]([NH:7][CH2:6][C@@H:5]([OH:47])[C:4]([OH:48])=[O:3])=[O:46])=[CH:14][CH:13]=2)[C:34]2[CH:39]=[CH:38][C:37]([CH:40]3[CH2:45][CH2:44][CH2:43][CH2:42][CH2:41]3)=[CH:36][CH:35]=2)[CH:21]=[C:22]([C:30]([F:32])([F:33])[F:31])[CH:23]=1 |f:1.2|. Procedure details: (R)-3-{4-[3-(3,5-Bis(trifluoromethyl)phenyl)-1-(4-cyclohexylphenyl)ureidomethyl] benzoyl-amino}-2-hydroxypropionic acid ethyl ester (0.26 g, 0.38 mmol) was dissolved in ethanol (96%, 15 mL) and added sodium hydroxide (4 N, 0.57 mL, 2.3 mmol). After stirring at 25 OC for 1 hour the mixture was evaporated in vacuo, and the residue was added water (30 mL) and acidified with hydrochloric acid (4 N, 0.62 mL). The aqueous phase was extracted twice with ethyl acetate (25 mL and 10 mL) and the combined ... As a reaction SMILES: [CH2:33]1[O:34][CH2:35][CH2:36][CH2:37]1.[CH3:24][Si:25]([N-:26][Si:27]([CH3:28])([CH3:29])[CH3:30])([CH3:31])[CH3:32].[Cl:1][c:2]1[c:3]([C:11](=[O:12])[OH:13])[n:4][n:5]([CH3:10])[c:6](=[O:9])[c:7]1[CH3:8].[F:14][c:15]1[c:16]([NH2:17])[cH:18][cH:19][c:20]([I:22])[cH:21]1.[Li+:23]>>[c:2]1([NH:17][c:16]2[c:15]([F:14])[cH:21][c:20]([I:22])[cH:19][cH:18]2)[c:3]([C:11](=[O:12])[OH:13])[n:4][n:5]([CH3:10])[c:6](=[O:9])[c:7]1[CH3:8]. Product: Cc1c(Nc2ccc(I)cc2F)c(C(=O)O)nn(C)c1=O. The reactants are C1CCOC1, C[Si](C)(C)[N-][Si](C)(C)C, Cc1c(Cl)c(C(=O)O)nn(C)c1=O, Nc1ccc(I)cc1F, [Li+]. Starting materials: NC1=NC=CC=C1C1=CC(=NO1)CC1=CC=C(C=C1)O (4-(5-(2-amino-pyridin-3-yl)isoxazol-3-ylmethyl)-phenol), [OH-].[Na+] (sodium hydroxide), C1(CC1)CBr (cyclopropylmethyl bromide), [I-].[Na+] (sodium iodide). Run in CO (methanol). Conditions: temperature 60 celsius, time 2 hour. The product is C1(CC1)COC1=CC=C(CC2=NOC(=C2)C=2C(=NC=CC2)N)C=C1 (3-(3-(4-Cyclopropylmethoxy-benzyl)-isoxazol-5-yl)-pyridin-2-ylamine). The yield is 31.1%. RXN SMILES: [NH2:1][C:2]1[C:7]([C:8]2[O:12][N:11]=[C:10]([CH2:13][C:14]3[CH:19]=[CH:18][C:17]([OH:20])=[CH:16][CH:15]=3)[CH:9]=2)=[CH:6][CH:5]=[CH:4][N:3]=1.[OH-].[Na+].[CH:23]1([CH2:26]Br)[CH2:25][CH2:24]1.[I-].[Na+]>CO>[CH:23]1([CH2:26][O:20][C:17]2[CH:18]=[CH:19][C:14]([CH2:13][C:10]3[CH:9]=[C:8]([C:7]4[C:2]([NH2:1])=[N:3][CH:4]=[CH:5][CH:6]=4)[O:12][N:11]=3)=[CH:15][CH:16]=2)[CH2:25][CH2:24]1 |f:1.2,4.5|. Reported procedure: To a mixture of 4-(5-(2-amino-pyridin-3-yl)isoxazol-3-ylmethyl)-phenol (4.2 mg, 0.016 mmol) described in Manufacturing Example 5-1-1 and methanol (0.4 mL) was added 1 N aqueous sodium hydroxide solution (16 μL, 0.016 mmol), which was then concentrated under a reduced pressure. To a mixture of the residue and N,N-dimethylformamide (0.5 mL) were added cyclopropylmethyl bromide (2.3 μL, 0.019 mmol) and sodium iodide (1 mg, 7 μmol) at room temperature, which was stirred for 2 hours at 60° C. The rea... Starting materials: C(C)(=O)NC=1SC(=C(N1)C)S(=O)(=O)Cl (2-Acetamido-4-methylthiazole-5-sulfonyl chloride), C(C)NCC (diethylamine). Run in O1CCCC1 (tetrahydrofuran). Run at time 4 hour. The product is C(C)N(S(=O)(=O)C1=C(N=C(S1)NC(C)=O)C)CC (N,N-diethyl 2-acetamido-4-methylthiazole-5-sulfonamide). RXN SMILES: [C:1]([NH:4][C:5]1[S:6][C:7]([S:11](Cl)(=[O:13])=[O:12])=[C:8]([CH3:10])[N:9]=1)(=[O:3])[CH3:2].[CH2:15]([NH:17][CH2:18][CH3:19])[CH3:16]>O1CCCC1>[CH2:15]([N:17]([CH2:18][CH3:19])[S:11]([C:7]1[S:6][C:5]([NH:4][C:1](=[O:3])[CH3:2])=[N:9][C:8]=1[CH3:10])(=[O:13])=[O:12])[CH3:16]. Reported procedure: 2-Acetamido-4-methylthiazole-5-sulfonyl chloride (5.2 g) in tetrahydrofuran (100 cm3) was stirred at ambient temperature and treated portionwise with diethylamine (4.5 cm3). The mixture was stirred for 4 hours, evaporated under reduced pressure and the residue extracted into ethyl acetate (200 cm3), washed with water (2×100 cm3), dried (MgSO4) and re-evaporated under reduced pressure to give N,N-diethyl 2-acetamido-4-methylthiazole-5-sulfonamide (4.9 g). 1H NMR: δ 1.20(6H,t); 2.28(3H,s); 2.57(3H... Reactants: C(C1=CC=CC=C1)OC(=O)N1C2C(N(C(C1CCC2)=O)CCOCC2=CC=CC=C2)OC (3-(2-Benzyloxyethyl)-2-methoxy-4-oxo-3,9-diaza-bicyclo[3.3.1]nonane-9-carboxylic acid benzyl ester), C(C1=CC=CC=C1)OC(=O)N1C2C(N(C(C1CCC2)=O)CCOCC2=CC=CC=C2)OC (3-(2-Benzyloxyethyl)-2-methoxy-4-oxo-3,9-diaza-bicyclo[3.3.1]nonane-9-carboxylic acid benzyl ester), C(C)[SiH](CC)CC (triethylsilane). The solvent is C(Cl)Cl (CH2Cl2). Conditions: time 8 hour. Yields the product C(C1=CC=CC=C1)OC(=O)N1C2C(N(CC1CCC2)CCOCC2=CC=CC=C2)=O (3-(2-Benzyloxyethyl)-2-oxo-3,9-diaza-bicyclo[3.3.1]nonane-9-carboxylic Acid Benzyl Ester). Yield: 87.0%. RXN SMILES: [CH2:1]([O:8][C:9]([N:11]1[CH:16]2[CH2:17][CH2:18][CH2:19][CH:12]1[CH:13]([O:31]C)[N:14]([CH2:21][CH2:22][O:23][CH2:24][C:25]1[CH:30]=[CH:29][CH:28]=[CH:27][CH:26]=1)[C:15]2=O)=[O:10])[C:2]1[CH:7]=[CH:6][CH:5]=[CH:4][CH:3]=1.C([SiH](CC)CC)C>C(Cl)Cl>[CH2:1]([O:8][C:9]([N:11]1[CH:16]2[CH2:17][CH2:18][CH2:19][CH:12]1[C:13](=[O:31])[N:14]([CH2:21][CH2:22][O:23][CH2:24][C:25]1[CH:26]=[CH:27][CH:28]=[CH:29][CH:30]=1)[CH2:15]2)=[O:10])[C:2]1[CH:7]=[CH:6][CH:5]=[CH:4][CH:3]=1. Procedure: 3-(2-Benzyloxyethyl)-2-methoxy-4-oxo-3,9-diaza-bicyclo[3.3.1]nonane-9-carboxylic acid benzyl ester (Compound 4, 0.34 g, 0.76 mmol) was dissolved in CH2Cl2 (5 mL) in a 25-ml flask under argon. BF3OEt2 (0.18 ml, 1.52 mmol) was added dropwise to the reaction flask (fumes were released) followed by triethylsilane (0.24 g, 1.52 mmol), and the solution was stirred overnight. The CH2Cl2 was evaporated and the residue was dissolved in EtOAc and washed with saturated NaHCO3 (2×10 mL). The mixture was ext...